From a dataset of the Open Reaction Database (ORD), a public repository of structured organic reaction records. describe an organic reaction: reactants, conditions, products, and yield Starting materials: CCC(CC=CCOCc1ccccc1)C(=O)N1C(=O)OCC1Cc1ccccc1, [Li+], [Na+], [Na+], C1CCOC1, [OH-], O, O, OO, O=S([O-])([O-])=S. Product: CCC(CC=CCOCc1ccccc1)C(=O)O. RXN SMILES: [CH2:1]([CH:2]1[CH2:3][O:4][C:5](=[O:6])[N:7]1[C:14]([CH:15]([CH2:16][CH:17]=[CH:18][CH2:19][O:20][CH2:21][c:22]1[cH:23][cH:24][cH:25][cH:26][cH:27]1)[CH2:28][CH3:29])=[O:30])[c:8]1[cH:9][cH:10][cH:11][cH:12][cH:13]1.[Li+:35].[Na+:41].[Na+:42].[O:44]1[CH2:45][CH2:46][CH2:47][CH2:48]1.[OH-:34].[OH2:33].[OH2:43].[OH:31][OH:32].[S:36]([O-:37])(=[O:38])([O-:39])=[S:40]>>[C:14]([CH:15]([CH2:16][CH:17]=[CH:18][CH2:19][O:20][CH2:21][c:22]1[cH:23][cH:24][cH:25][cH:26][cH:27]1)[CH2:28][CH3:29])([OH:30])=[O:38]. Reactants: ClC1=C(C=C(C=C1)Cl)N1CCN(CC1)CC1=CC=C(C=C1)N (1-(2,5-dichlorophenyl)-4-[(4-aminophenyl)methyl]piperazine), ClC1=CC=NC2=CC(=CC=C12)C(F)(F)F (4-chloro-7-(trifluoromethyl)quinoline). The product is ClC1=C(C=C(C=C1)Cl)N1CCN(CC1)CC1=CC=C(C=C1)NC1=CC=NC2=CC(=CC=C12)C(F)(F)F (4-[[4-[[4-(2,5-dichlorophenyl)-1-piperazinyl]methyl]phenyl]amino]-7-(trifluoromethyl)quinoline). As a reaction SMILES: [Cl:1][C:2]1[CH:7]=[CH:6][C:5]([Cl:8])=[CH:4][C:3]=1[N:9]1[CH2:14][CH2:13][N:12]([CH2:15][C:16]2[CH:21]=[CH:20][C:19]([NH2:22])=[CH:18][CH:17]=2)[CH2:11][CH2:10]1.Cl[C:24]1[C:33]2[C:28](=[CH:29][C:30]([C:34]([F:37])([F:36])[F:35])=[CH:31][CH:32]=2)[N:27]=[CH:26][CH:25]=1>>[Cl:1][C:2]1[CH:7]=[CH:6][C:5]([Cl:8])=[CH:4][C:3]=1[N:9]1[CH2:14][CH2:13][N:12]([CH2:15][C:16]2[CH:21]=[CH:20][C:19]([NH:22][C:24]3[C:33]4[C:28](=[CH:29][C:30]([C:34]([F:37])([F:35])[F:36])=[CH:31][CH:32]=4)[N:27]=[CH:26][CH:25]=3)=[CH:18][CH:17]=2)[CH2:11][CH2:10]1. Procedure: In the manner given in Example 1C, 1-(2,5-dichlorophenyl)-4-[(4-aminophenyl)methyl]piperazine and 4-chloro-7-(trifluoromethyl)quinoline are reacted together at reflux to give 4-[[4-[[4-(2,5-dichlorophenyl)-1-piperazinyl]methyl]phenyl]amino]-7-(trifluoromethyl)quinoline.